Dataset: the Open Reaction Database (ORD), a public repository of structured organic reaction records. Task: describe an organic reaction: reactants, conditions, products, and yield RXN SMILES: [Cl:1][c:2]1[cH:3][c:4]([OH:17])[c:5]([C:6](=[O:7])[NH:8][CH2:9][CH2:10][CH2:11][C:12](=[O:13])[OH:14])[cH:15][cH:16]1.[Na+:19].[OH-:18].[OH2:20]>>[Na+:19].[cH:2]1[cH:3][c:4]([OH:17])[c:5]([C:6](=[O:7])[NH:8][CH2:9][CH2:10][CH2:11][C:12](=[O:13])[O-:14])[cH:15][cH:16]1. Yields the product [Na+], O=C([O-])CCCNC(=O)c1ccccc1O. Starting materials: O=C(O)CCCNC(=O)c1ccc(Cl)cc1O, [Na+], [OH-], O. The reactants are [H-], IC1CCCCC1, [Na+], CN(C)C=O, Cn1nnnc1C(=NOCc1cccc(C=NO)n1)c1ccccc1. The product is Cn1nnnc1C(=NOCc1cccc(C=NOC2CCCCC2)n1)c1ccccc1. As a reaction SMILES: [H-:27].[I:28][CH:29]1[CH2:30][CH2:31][CH2:32][CH2:33][CH2:34]1.[Na+:26].[O:35]=[CH:36][N:37]([CH3:38])[CH3:39].[OH:1][N:2]=[CH:3][c:4]1[cH:5][cH:6][cH:7][c:8]([CH2:10][O:11][N:12]=[C:13]([c:14]2[cH:15][cH:16][cH:17][cH:18][cH:19]2)[c:20]2[n:21][n:22][n:23][n:24]2[CH3:25])[n:9]1>>[O:1]([N:2]=[CH:3][c:4]1[cH:5][cH:6][cH:7][c:8]([CH2:10][O:11][N:12]=[C:13]([c:14]2[cH:15][cH:16][cH:17][cH:18][cH:19]2)[c:20]2[n:21][n:22][n:23][n:24]2[CH3:25])[n:9]1)[CH:29]1[CH2:30][CH2:31][CH2:32][CH2:33][CH2:34]1. Procedure details: Using ethyl p-aminophenylacetate and ethyl benzoylacetate as starting materials, treatment was made similarly to Example 1 to obtain aimed product. Starting materials: NC1=CC=C(C=C1)CC(=O)OCC (ethyl p-aminophenylacetate), C(C1=CC=CC=C1)(=O)CC(=O)OCC (ethyl benzoylacetate). Product: C1(=CC=CC=C1)C1NC2=CC=C(C=C2CC1)CC(=O)OCC (Ethyl 1,2,3,4-tetrahydro-2-phenylquinoline-6-acetate). RXN SMILES: [NH2:1][C:2]1[CH:7]=[CH:6][C:5]([CH2:8][C:9]([O:11][CH2:12][CH3:13])=[O:10])=[CH:4][CH:3]=1.[C:14]([CH2:22][C:23](OCC)=O)(=O)[C:15]1[CH:20]=[CH:19][CH:18]=[CH:17][CH:16]=1>>[C:15]1([CH:14]2[CH2:22][CH2:23][C:3]3[C:2](=[CH:7][CH:6]=[C:5]([CH2:8][C:9]([O:11][CH2:12][CH3:13])=[O:10])[CH:4]=3)[NH:1]2)[CH:20]=[CH:19][CH:18]=[CH:17][CH:16]=1. Starting materials: C(C)(=S)N (thioacetamide), BrC1C(C(CCC1)C(=O)OCC)=O (2-bromo-6-ethoxycarbonyl-cyclohexanone). The product is CC=1SC2=C(N1)C(CCC2)C(=O)OCC (2-Methyl-4-ethoxycarbonyl-4,5,6,7-tetrahydrobenzo[d]thiazole). Reaction SMILES: [C:1]([NH2:4])(=[S:3])[CH3:2].Br[CH:6]1[CH2:11][CH2:10][CH2:9][CH:8]([C:12]([O:14][CH2:15][CH3:16])=[O:13])[C:7]1=O>>[CH3:2][C:1]1[S:3][C:6]2[CH2:11][CH2:10][CH2:9][CH:8]([C:12]([O:14][CH2:15][CH3:16])=[O:13])[C:7]=2[N:4]=1. Procedure details: This compound is prepared by action of thioacetamide on 2-bromo-6-carbethoxy-cyclohexanone (II), according to the process described in Example 1. B.p.0.1 =102°-105° C. The reactants are BrCc1ccccc1, Brc1nc(Br)c(Br)[nH]1, O=C([O-])[O-], CN(C)C=O, Cl, [Cs+], [Cs+], C1COCCO1. Yields the product Brc1nc(Br)n(Cc2ccccc2)c1Br. Reaction SMILES: [Br:15][CH2:16][c:17]1[cH:18][cH:19][cH:20][cH:21][cH:22]1.[Br:1][c:2]1[nH:3][c:4]([Br:8])[c:5]([Br:7])[n:6]1.[C:9](=[O:10])([O-:11])[O-:12].[CH3:30][N:31]([CH3:32])[CH:33]=[O:34].[ClH:23].[Cs+:13].[Cs+:14].[O:24]1[CH2:25][CH2:26][O:27][CH2:28][CH2:29]1>>[Br:1][c:2]1[n:3]([CH2:16][c:17]2[cH:18][cH:19][cH:20][cH:21][cH:22]2)[c:4]([Br:8])[c:5]([Br:7])[n:6]1. The reactants are C(C1=CC=CC=C1)C(C(=O)C1=CC=CC=C1)C(\C=C\C1=CC(=C(C=C1)O[Si](C)(C)C(C)(C)C)OC)=O ((E)-2-Benzyl-5-(4-tert-butyldimethylsilyloxy-3-methoxyphenyl)-1-phenylpent-4-ene-1,3-dione), CCCC[N+](CCCC)(CCCC)CCCC.[F-] (TBAF). Run in C1CCOC1 (THF). Product: C(C1=CC=CC=C1)C(C(=O)C1=CC=CC=C1)C(\C=C\C1=CC(=C(C=C1)O)OC)=O ((E)-2-benzyl-5-(4-hydroxy-3-methoxyphenyl)-1-phenylpent-4-ene-1,3-dione). Yield: 84.6%. As a reaction SMILES: [CH2:1]([CH:8]([C:17](=[O:36])/[CH:18]=[CH:19]/[C:20]1[CH:25]=[CH:24][C:23]([O:26][Si](C(C)(C)C)(C)C)=[C:22]([O:34][CH3:35])[CH:21]=1)[C:9]([C:11]1[CH:16]=[CH:15][CH:14]=[CH:13][CH:12]=1)=[O:10])[C:2]1[CH:7]=[CH:6][CH:5]=[CH:4][CH:3]=1.CCCC[N+](CCCC)(CCCC)CCCC.[F-]>C1COCC1>[CH2:1]([CH:8]([C:17](=[O:36])/[CH:18]=[CH:19]/[C:20]1[CH:25]=[CH:24][C:23]([OH:26])=[C:22]([O:34][CH3:35])[CH:21]=1)[C:9]([C:11]1[CH:16]=[CH:15][CH:14]=[CH:13][CH:12]=1)=[O:10])[C:2]1[CH:7]=[CH:6][CH:5]=[CH:4][CH:3]=1 |f:1.2|. Reported procedure: (E)-2-Benzyl-5-(4-tert-butyldimethylsilyloxy-3-methoxyphenyl)-1-phenylpent-4-ene-1,3-dione (204 mg, 0.41 mmol) was dissolved in anhydrous THF (5 ml) and stirred at room temperature under a nitrogen atmosphere. TBAF (0.14 ml, 0.49 mmol) was added (yellow/green solution goes deep red colour) and the mixture was stirred overnight at room temperature. After this time the solvents were removed in vacuo to leave a residue which was purified on silica gel column using dichloromethane/diethyl ether (1:0...